This data is from the Open Reaction Database (ORD), a public repository of structured organic reaction records. The task is: describe an organic reaction: reactants, conditions, products, and yield The reactants are C(C)(=O)NC(C=C(Cl)Cl)C (3-acetamido-1,1-dichlorobut-1-ene), C[O-].[Na+] (sodium methylate). The solvent is CO (methanol). The product is CC=1OC(=C(N1)C)COC (2,4-dimethyl-5-methoxymethyl-oxazole). Isolated yield 64.5%. RXN SMILES: [C:1]([NH:4][CH:5]([CH3:10])[CH:6]=[C:7](Cl)Cl)(=[O:3])[CH3:2].[CH3:11][O-:12].[Na+]>CO>[CH3:2][C:1]1[O:3][C:6]([CH2:7][O:12][CH3:11])=[C:5]([CH3:10])[N:4]=1 |f:1.2|. Reported procedure: A solution of 1.8 g of 3-acetamido-1,1-dichlorobut-1-ene and 1,0 g of sodium methylate in 20 ml of methanol is heated at the boiling point under reflux for 24 hours. Thereafter, the methanol is distilled off, the residue is taken up in 5 ml of water and 30 ml of methylene chloride and the organic phase is separated off and distilled in vacuo. 0.9 g of 2,4-dimethyl-5-methoxymethyl-oxazole is obtained, boiling point 54° C./20 mbar. The reactants are Fc1cccc(CN2CCN(c3ccc4nnc(C(F)(F)F)n4n3)CC2)c1C(F)F, FC(F)c1nnc2ccc(N3CCNCC3)nn12. The product is Fc1cccc(CN2CCN(c3ccc4nnc(C(F)F)n4n3)CC2)c1C(F)F. Reaction SMILES: [F:19][CH:20]([c:21]1[c:22]([CH2:23][N:24]2[CH2:25][CH2:26][N:27]([c:30]3[cH:31][cH:32][c:33]4[n:34]([n:35]3)[c:36]([C:39]([F:40])([F:41])[F:42])[n:37][n:38]4)[CH2:28][CH2:29]2)[cH:43][cH:44][cH:45][c:46]1[F:47])[F:48].[F:1][CH:2]([F:3])[c:4]1[n:5]2[n:6][c:7]([N:8]3[CH2:9][CH2:10][NH:11][CH2:12][CH2:13]3)[cH:14][cH:15][c:16]2[n:17][n:18]1>>[F:19][CH:20]([c:21]1[c:22]([CH2:23][N:24]2[CH2:25][CH2:26][N:27]([c:30]3[cH:31][cH:32][c:33]4[n:34]([n:35]3)[c:36]([CH:39]([F:40])[F:41])[n:37][n:38]4)[CH2:28][CH2:29]2)[cH:43][cH:44][cH:45][c:46]1[F:47])[F:48]. The reactants are C(C)(C)C1=NOC(=N1)N1C(CCCC1)=O (1-(3-isopropyl-[1,2,4]oxadiazol-5-yl)-piperidin-2-one), C1(CC1)N (cyclopropylamine), Intermediate 66. The product is C1(CC1)NC1CCN(CC1)C1=NC(=NO1)C(C)C (Cyclopropyl-[1-(3-isopropyl-[1,2,4]oxadiazol-5-yl)-piperidin-4-yl]-amine). As a reaction SMILES: [CH:1]([C:4]1[N:8]=[C:7]([N:9]2[CH2:14][CH2:13][CH2:12][CH2:11][C:10]2=O)[O:6][N:5]=1)([CH3:3])[CH3:2].[CH:16]1([NH2:19])[CH2:18][CH2:17]1>>[CH:16]1([NH:19][CH:12]2[CH2:13][CH2:14][N:9]([C:7]3[O:6][N:5]=[C:4]([CH:1]([CH3:3])[CH3:2])[N:8]=3)[CH2:10][CH2:11]2)[CH2:18][CH2:17]1. Procedure: The title compound is prepared from 1-(3-isopropyl-[1,2,4]oxadiazol-5-yl)-piperidin-2-one and cyclopropylamine following a procedure analogous to that described for Intermediate 66. Reactants: NC(C)C1=CC=C(C=C1)C (4-(1-aminoethyl)toluene), C1(C=2C(C(=O)O1)=CC=CC2)=O (phthalic anhydride). Reaction conditions: time 30 minute. Yields the product C1(C=2C(C(N1C(C)C1=CC=C(C=C1)C)=O)=CC=CC2)=O (4-(1-phthalimidoethyl)toluene). Yield: 55.8%. Reaction SMILES: [NH2:1][CH:2]([C:4]1[CH:9]=[CH:8][C:7]([CH3:10])=[CH:6][CH:5]=1)[CH3:3].[C:11]1(=O)[O:16][C:14](=[O:15])[C:13]2=[CH:17][CH:18]=[CH:19][CH:20]=[C:12]12>>[C:11]1(=[O:16])[N:1]([CH:2]([C:4]2[CH:9]=[CH:8][C:7]([CH3:10])=[CH:6][CH:5]=2)[CH3:3])[C:14](=[O:15])[C:13]2=[CH:17][CH:18]=[CH:19][CH:20]=[C:12]12. Reported procedure: A mixture of 9.2 g of 4-(1-aminoethyl)toluene and 10 g of phthalic anhydride was stirred at 145° to 150° C. for 30 minutes. The reaction mixture was purified by silica gel column chromatography (eluted with benzene) to yield 10 g of 4-(1-phthalimidoethyl)toluene; m.p. 65°-66° C. The reactants are COC=1C(=NN(C(C1)=O)C1=CC(=CC=C1)C(F)(F)F)C(=O)OC (methyl 4-methoxy-6-oxo-1-[3-(trifluoromethyl)phenyl]-1,6-dihydropyridazine-3-carboxylate), ice water, Cl.CNOC (N,O-dimethylhydroxylamine hydrochloride), CCN(C(C)C)C(C)C (iPr2NEt), C[Al](C)C (AlMe3). The solvent is C(Cl)Cl (CH2Cl2), C(Cl)Cl (CH2Cl2). Run at time 1 hour. Yields the product CON(C(=O)C1=NN(C(C=C1OC)=O)C1=CC(=CC=C1)C(F)(F)F)C (N,4-Dimethoxy-N-methyl-6-oxo-1-[3-(trifluoromethyl)phenyl]-1,6-dihydropyridazine-3-carboxamide). The yield is 76.7%. As a reaction SMILES: Cl.[CH3:2][NH:3][O:4][CH3:5].CCN(C(C)C)C(C)C.C[Al](C)C.[CH3:19][O:20][C:21]1[C:22]([C:38](OC)=[O:39])=[N:23][N:24]([C:28]2[CH:33]=[CH:32][CH:31]=[C:30]([C:34]([F:37])([F:36])[F:35])[CH:29]=2)[C:25](=[O:27])[CH:26]=1>C(Cl)Cl>[CH3:5][O:4][N:3]([CH3:2])[C:38]([C:22]1[C:21]([O:20][CH3:19])=[CH:26][C:25](=[O:27])[N:24]([C:28]2[CH:33]=[CH:32][CH:31]=[C:30]([C:34]([F:36])([F:35])[F:37])[CH:29]=2)[N:23]=1)=[O:39] |f:0.1|. Procedure details: To a solution of N,O-dimethylhydroxylamine hydrochloride (1.58 g, 16.2 mmol) and iPr2NEt (2.82 mL, 16.2 mmol) in CH2Cl2 (13 mL) was added AlMe3 (1.8 M solution in toluene, 9.0 mL, 16.2 mmol) dropwise at 0° C. under Ar atmosphere. After stirring for 1 h, a solution of methyl 4-methoxy-6-oxo-1-[3-(trifluoromethyl)phenyl]-1,6-dihydropyridazine-3-carboxylate (1.77 g, 5.4 mmol) in CH2Cl2 (15 mL) was added dropwise, and the mixture was stirred for 1 h at 0° C. The reaction mixture was poured into ice-...